This data is from the Open Reaction Database (ORD), a public repository of structured organic reaction records. The task is: describe an organic reaction: reactants, conditions, products, and yield Procedure details: 4-(Trifluoromethyl)benzene-1-sulfonyl chloride (1 gm) was coupled to benzylamine using conditions analogous to those used to prepare intermediate 1. Purification by chromatography yielded N-benzyl-4-(trifluoromethyl)benzenesulfonamide (770 mg). Rf=0.38 by TLC eluting with 30% ethyl acetate in heptane. MS MH+ 316.2 The product is C(C1=CC=CC=C1)NS(=O)(=O)C1=CC=C(C=C1)C(F)(F)F (N-benzyl-4-(trifluoromethyl)benzenesulfonamide). RXN SMILES: [F:1][C:2]([F:14])([F:13])[C:3]1[CH:8]=[CH:7][C:6]([S:9](Cl)(=[O:11])=[O:10])=[CH:5][CH:4]=1.[CH2:15]([NH2:22])[C:16]1[CH:21]=[CH:20][CH:19]=[CH:18][CH:17]=1.ClC1C=CC(S(N[C@H]2CC[C@H](C(OC)=O)CC2)(=O)=O)=CC=1[N+]([O-])=O>>[CH2:15]([NH:22][S:9]([C:6]1[CH:7]=[CH:8][C:3]([C:2]([F:14])([F:13])[F:1])=[CH:4][CH:5]=1)(=[O:11])=[O:10])[C:16]1[CH:21]=[CH:20][CH:19]=[CH:18][CH:17]=1. The reactants are FC(C1=CC=C(C=C1)S(=O)(=O)Cl)(F)F (4-(Trifluoromethyl)benzene-1-sulfonyl chloride), C(C1=CC=CC=C1)N (benzylamine), ClC1=C(C=C(C=C1)S(=O)(=O)N[C@@H]1CC[C@H](CC1)C(=O)OC)[N+](=O)[O-] (methyl trans-4-(4-chloro-3-nitrophenylsulfonamido)cyclohexanecarboxylate). Reactants: COC=1C=C(C(=O)OCC)C=CC1OCCOC (Ethyl 3-methoxy-4-(2-methoxyethoxy)benzoate), [N+](=O)(O)[O-] (nitric acid). Solvent: O (water). Conditions: time 90 minute. Product: COC=1C(=CC(=C(C(=O)OCC)C1)[N+](=O)[O-])OCCOC (ethyl 5-methoxy-4-(2-methoxyethoxy)-2-nitrobenzoate). Isolated yield 95.0%. As a reaction SMILES: [CH3:1][O:2][C:3]1[CH:4]=[C:5]([CH:11]=[CH:12][C:13]=1[O:14][CH2:15][CH2:16][O:17][CH3:18])[C:6]([O:8][CH2:9][CH3:10])=[O:7].[N+:19]([O-])([OH:21])=[O:20]>O>[CH3:1][O:2][C:3]1[C:13]([O:14][CH2:15][CH2:16][O:17][CH3:18])=[CH:12][C:11]([N+:19]([O-:21])=[O:20])=[C:5]([CH:4]=1)[C:6]([O:8][CH2:9][CH3:10])=[O:7]. Procedure details: Ethyl 3-methoxy-4-(2-methoxyethoxy)benzoate (9.5 g, 37 mmol) was added portionwise to stirred concentrated nitric acid (75 ml) at 0° C. The mixture was allowed to warm to ambient temperature and stirred for a further 90 minutes. The mixture was diluted with water and extracted with methylene chloride, dried (MgSO4) and the solvent removed by evaporation. The residue was triturated with hexane to give ethyl 5-methoxy-4-(2-methoxyethoxy)-2-nitrobenzoate (10.6 g, 95%) as an orange solid. Reaction SMILES: [Cl:1][C:2]1[CH:3]=[C:4]([NH:9][C:10]2[C:19]3[C:14](=[CH:15][C:16]([O:27][CH3:28])=[C:17]([NH:20][C:21](=[O:26])[CH:22]=[CH:23][CH2:24]Br)[CH:18]=3)[N:13]=[CH:12][C:11]=2[C:29]#[N:30])[CH:5]=[CH:6][C:7]=1[F:8].[CH3:31][O:32][CH2:33][CH2:34][NH:35][CH2:36][CH2:37][O:38][CH3:39]>>[Cl:1][C:2]1[CH:3]=[C:4]([NH:9][C:10]2[C:19]3[C:14](=[CH:15][C:16]([O:27][CH3:28])=[C:17]([NH:20][C:21](=[O:26])[CH:22]=[CH:23][CH2:24][N:35]([CH2:36][CH2:37][O:38][CH3:39])[CH2:34][CH2:33][O:32][CH3:31])[CH:18]=3)[N:13]=[CH:12][C:11]=2[C:29]#[N:30])[CH:5]=[CH:6][C:7]=1[F:8]. Starting materials: ClC=1C=C(C=CC1F)NC1=C(C=NC2=CC(=C(C=C12)NC(C=CCBr)=O)OC)C#N (4-bromo-but-2-enoic acid[4-(3-chloro-4-fluoro-phenylamino)-3-cyano-7-methoxy-quinolin-6-yl]-amide), COCCNCCOC (bis-(2-methoxy-ethyl)-amine), bis-trifluoroacetate. Procedure details: In the mamner of Example 103, 4-bromo-but-2-enoic acid[4-(3-chloro-4-fluoro-phenylamino)-3-cyano-7-methoxy-quinolin-6-yl]-amide and bis-(2-methoxy-ethyl)-amine was converted to 52.3 mg of the title compound as the bis-trifluoroacetate salt mass spectrum (electrospray, m/e): M+H 542.0. The product is ClC=1C=C(C=CC1F)NC1=C(C=NC2=CC(=C(C=C12)NC(C=CCN(CCOC)CCOC)=O)OC)C#N (4-[Bis-(2-methoxy-ethyl)-amino]-but-2-enoic Acid[4-(3-chloro-4-fluoro-phenylamino)-3-cyano-7-methoxy-quinolin-6-yl]-amide). Starting materials: C1(=CC=CC=C1)C (toluene), solution, C([O-])([O-])=O.[Na+].[Na+] (sodium carbonate), BrC=1C=CC=2N(C1)C=C(N2)C2=CC=C(C=C2)Cl (6-bromo-2-(4-chlorophenyl)imidazo[1,2-a]pyridine), OCC=1C=C(C=CC1)B(O)O (3-(hydroxymethyl)phenylboronic acid). Reagents/catalysts: C=1C=CC(=CC1)[P](C=2C=CC=CC2)(C=3C=CC=CC3)[Pd]([P](C=4C=CC=CC4)(C=5C=CC=CC5)C=6C=CC=CC6)([P](C=7C=CC=CC7)(C=8C=CC=CC8)C=9C=CC=CC9)[P](C=1C=CC=CC1)(C=1C=CC=CC1)C=1C=CC=CC1 (tetrakis(triphenylphosphine)palladium). Solvent: C(C)#N (acetonitrile), ClCCl (dichloromethane). Product: ClC1=CC=C(C=C1)C=1N=C2N(C=C(C=C2)C=2C=C(C=CC2)CO)C1 ({3-[2-(4-Chlorophenyl)imidazo[1,2-a]pyridin-6-yl]phenyl}methanol). The yield is 76.6%. RXN SMILES: Br[C:2]1[CH:3]=[CH:4][C:5]2[N:6]([CH:8]=[C:9]([C:11]3[CH:16]=[CH:15][C:14]([Cl:17])=[CH:13][CH:12]=3)[N:10]=2)[CH:7]=1.[OH:18][CH2:19][C:20]1[CH:21]=[C:22](B(O)O)[CH:23]=[CH:24][CH:25]=1.C1(C)C=CC=CC=1.C(=O)([O-])[O-].[Na+].[Na+]>C1C=CC([P]([Pd]([P](C2C=CC=CC=2)(C2C=CC=CC=2)C2C=CC=CC=2)([P](C2C=CC=CC=2)(C2C=CC=CC=2)C2C=CC=CC=2)[P](C2C=CC=CC=2)(C2C=CC=CC=2)C2C=CC=CC=2)(C2C=CC=CC=2)C2C=CC=CC=2)=CC=1.ClCCl.C(#N)C>[Cl:17][C:14]1[CH:15]=[CH:16][C:11]([C:9]2[N:10]=[C:5]3[CH:4]=[CH:3][C:2]([C:24]4[CH:25]=[C:20]([CH2:19][OH:18])[CH:21]=[CH:22][CH:23]=4)=[CH:7][N:6]3[CH:8]=2)=[CH:12][CH:13]=1 |f:3.4.5,^1:45,47,66,85|. Reported procedure: Under a stream of nitrogen, 210 mg of 6-bromo-2-(4-chlorophenyl)imidazo[1,2-a]pyridine, 155 mg of 3-(hydroxymethyl)phenylboronic acid and 24 mg of tetrakis(triphenylphosphine)palladium are placed in a microwave tube containing 3 ml of toluene degassed beforehand under a stream of nitrogen, 3 ml of acetonitrile and 3 ml of a 2M solution of sodium carbonate. The tube is placed in a microwave apparatus and irradiated at 150° C. for 15 min. The organic phase is separated and dried and the filtrate i...